Dataset: the Open Reaction Database (ORD), a public repository of structured organic reaction records. Task: describe an organic reaction: reactants, conditions, products, and yield The reactants are C(#N)C1=CC=C(O1)C(=O)O (5-Cyano-furan-2-carboxylic acid), C(C(=O)Cl)(=O)Cl (oxalyl chloride), CCN(C(C)C)C(C)C (DIEA), CC1CCN(CC1)C=1C=C(C=CC1[N+](=O)[O-])N1CCN(CC1)CCOC(OC(C)(C)C)=O (carbonic acid tert-butyl ester 2-{4-[3-(4-methyl-piperidin-1-yl)-4-nitro-phenyl]-piperazin-1-yl}-ethyl ester). Reagents/catalysts: [Pd] (palladium on carbon). Run in CCOC(=O)C.ClCCl (EtOAc dichloromethane). Product: 10-g, C(#N)C1=CC=C(O1)C(=O)NC1=C(C=C(C=C1)N1CCN(CC1)CCOC(OC(C)(C)C)=O)N1CCC(CC1)C (Carbonic acid tert-butyl ester 2-{4-[4-[(5-cyano-furan-2-carbonyl)-amino]-3-(4-methyl-piperidin-1-yl)-phenyl]-piperazin-1-yl}-ethyl ester). The yield is 94.1%. Reaction SMILES: [CH3:1][CH:2]1[CH2:7][CH2:6][N:5]([C:8]2[CH:9]=[C:10]([N:17]3[CH2:22][CH2:21][N:20]([CH2:23][CH2:24][O:25][C:26](=[O:32])[O:27][C:28]([CH3:31])([CH3:30])[CH3:29])[CH2:19][CH2:18]3)[CH:11]=[CH:12][C:13]=2[N+:14]([O-])=O)[CH2:4][CH2:3]1.[C:33]([C:35]1[O:39][C:38]([C:40](O)=[O:41])=[CH:37][CH:36]=1)#[N:34].C(Cl)(=O)C(Cl)=O.CCN(C(C)C)C(C)C>[Pd].CCOC(C)=O.ClCCl>[C:33]([C:35]1[O:39][C:38]([C:40]([NH:14][C:13]2[CH:12]=[CH:11][C:10]([N:17]3[CH2:22][CH2:21][N:20]([CH2:23][CH2:24][O:25][C:26](=[O:32])[O:27][C:28]([CH3:31])([CH3:30])[CH3:29])[CH2:19][CH2:18]3)=[CH:9][C:8]=2[N:5]2[CH2:6][CH2:7][CH:2]([CH3:1])[CH2:3][CH2:4]2)=[O:41])=[CH:37][CH:36]=1)#[N:34] |f:5.6|. Procedure details: The procedure of Example 4, step (c) was followed using 156 mg (0.348 mmol) of carbonic acid tert-butyl ester 2-{4-[3-(4-methyl-piperidin-1-yl)-4-nitro-phenyl]-piperazin-1-yl}-ethyl ester (as prepared in the previous step), 78 mg of 10% palladium on carbon (50% by weight water), 52.5 mg (383 mmol) of 5-cyanofuran-2-carboxylic acid (as prepared in Example 1), 50.1 μL (0.575 mmol) of oxalyl chloride, and 121 μL (0.696 mmol) of DIEA. Chromatography on a 10-g silica SPE column with 5-20% EtOAc-dichl... The reactants are CC(Cl)c1cccnc1, O=C(O)C1CCc2nccn2C1. Reagents/catalysts: O=C([O-])[O-].[Cs+].[Cs+] (cesium carbonate), [I-].[K+] (potassium iodide). The solvent is CN(C)C=O (DMF), CN(C)C=O (dmf), CN(C)C=O (DMF). Conditions: temperature 70 celsius, time 16 hour. Product: CC(OC(=O)C1CCc2nccn2C1)c1cccnc1. The product is C1(=CC=CC=C1)COC(CC=1C=CC=C2CC(NC12)=O)=O (2,3-dihydro-2-oxo-1H-indole-7-acetic acid phenylmethyl ester). Reaction SMILES: [O:1]=[C:2]1[CH2:10][C:9]2[C:4](=[C:5]([CH2:11][C:12]([OH:14])=[O:13])[CH:6]=[CH:7][CH:8]=2)[NH:3]1.[OH-].[Na+].[CH2:17](Br)[C:18]1[CH:23]=[CH:22][CH:21]=[CH:20][CH:19]=1>O.[Br-].C([N+](CCCC)(CCCC)CCCC)CCC.C1(C)C=CC=CC=1>[C:18]1([CH2:17][O:13][C:12](=[O:14])[CH2:11][C:5]2[CH:6]=[CH:7][CH:8]=[C:9]3[C:4]=2[NH:3][C:2](=[O:1])[CH2:10]3)[CH:23]=[CH:22][CH:21]=[CH:20][CH:19]=1 |f:1.2,5.6|. The reactants are O=C1NC2=C(C=CC=C2C1)CC(=O)O (2,3-dihydro-2-oxo-1H-indole-7-acetic acid), [OH-].[Na+] (sodium hydroxide), C(C1=CC=CC=C1)Br (benzyl bromide). Procedure: A solution of 20.5 g of 2,3-dihydro-2-oxo-1H-indole-7-acetic acid (0.1 mole) and 4.0 g (0.1 mole) of sodium hydroxide in 200 ml of water is vigorously stirred together with a solution of 20.5 g (0.12 mole) of benzyl bromide and 3.4 g (0.1 mole) of tetrabutylammonium bromide in 300 ml of toluene. Reagents/catalysts: [Br-].C(CCC)[N+](CCCC)(CCCC)CCCC (tetrabutylammonium bromide). The solvent is O (water), C1(=CC=CC=C1)C (toluene). Starting materials: OCCCNC(C1=C(C(=O)NC2=C(C=C(C=C2)Cl)F)CCCC1)=O (N-(3-hydroxypropyl)N'-(2-fluoro-4-chlorophenyl)-3,4,5,6-tetrahydrophthalamide), C(C)(=O)OC(C)=O (acetic anhydride), ice water. The solvent is N1=CC=CC=C1 (pyridine). Conditions: time 30 minute. Product: C(C)(=O)OCCCNC(C1=C(C(=O)NC2=C(C=C(C=C2)Cl)F)CCCC1)=O (N-(3-acetyloxypropyl)-N'-(2-fluoro-4-chlorophenyl)-3,4,5,6-tetrahydrophthalamide). As a reaction SMILES: [OH:1][CH2:2][CH2:3][CH2:4][NH:5][C:6](=[O:24])[C:7]1[CH2:23][CH2:22][CH2:21][CH2:20][C:8]=1[C:9]([NH:11][C:12]1[CH:17]=[CH:16][C:15]([Cl:18])=[CH:14][C:13]=1[F:19])=[O:10].[C:25](OC(=O)C)(=[O:27])[CH3:26]>N1C=CC=CC=1>[C:25]([O:1][CH2:2][CH2:3][CH2:4][NH:5][C:6](=[O:24])[C:7]1[CH2:23][CH2:22][CH2:21][CH2:20][C:8]=1[C:9]([NH:11][C:12]1[CH:17]=[CH:16][C:15]([Cl:18])=[CH:14][C:13]=1[F:19])=[O:10])(=[O:27])[CH3:26]. Procedure: In pyridine (20 ml) was dissolved N-(3-hydroxypropyl)N'-(2-fluoro-4-chlorophenyl)-3,4,5,6-tetrahydrophthalamide (1.5 g), followed by addition of acetic anhydride (10 ml). The mixture was stirred at room temperature for 30 minutes. The reaction mixture was poured into 200 ml of ice-water and, after stirring, the precipitate was recovered by filtration and rinsed with water. After drying, it was recrystallized from ethyl acetate-n-hexane. Yield 0.9 g; m.p. 127°-128° C. Reactants: C(C)(C)(C)C1CC=2C=C(N(C2CC1)C1=CC(=C(C=C1)O)C(=O)O)C1=CC=CC=C1 (5-(t-butyl)-1-(3-carboxy-4-hydroxyphenyl)-2-phenyl-4,5,6,7-tetrahydroindole), crystals. Reagents/catalysts: [Pd] (palladium on carbon). Run in C=1(C(=CC=CC1)C)C (xylene). The product is C(C)(C)(C)C=1C=C2C=C(N(C2=CC1)C1=CC(=C(C=C1)O)C(=O)O)C1=CC=CC=C1 (5-(t-Butyl)-1-(3-carboxy-4-hydroxyphenyl)-2-phenylindole). As a reaction SMILES: [C:1]([CH:5]1[CH2:13][CH2:12][C:11]2[N:10]([C:14]3[CH:19]=[CH:18][C:17]([OH:20])=[C:16]([C:21]([OH:23])=[O:22])[CH:15]=3)[C:9]([C:24]3[CH:29]=[CH:28][CH:27]=[CH:26][CH:25]=3)=[CH:8][C:7]=2[CH2:6]1)([CH3:4])([CH3:3])[CH3:2]>[Pd].C1(C)C(C)=CC=CC=1>[C:1]([C:5]1[CH:6]=[C:7]2[C:11](=[CH:12][CH:13]=1)[N:10]([C:14]1[CH:19]=[CH:18][C:17]([OH:20])=[C:16]([C:21]([OH:23])=[O:22])[CH:15]=1)[C:9]([C:24]1[CH:29]=[CH:28][CH:27]=[CH:26][CH:25]=1)=[CH:8]2)([CH3:4])([CH3:2])[CH3:3]. Procedure: A mixture of 16 g. (0.041 mole) of 5-(t-butyl)-1-(3-carboxy-4-hydroxyphenyl)-2-phenyl-4,5,6,7-tetrahydroindole, 8 g. of 10% palladium on carbon, and 1.6 l. of xylene was heated under reflux under nitrogen for 23 hours and filtered. The filtrate was concentrated to 400 ml., cooled and filtered to provide 13.0 g. (82%) of crystals, m.p. 275°-276°. Recrystallization from acetonitrile gave crystals, m.p. 271°-273°.